Dataset: the Open Reaction Database (ORD), a public repository of structured organic reaction records. Task: describe an organic reaction: reactants, conditions, products, and yield Starting materials: ClCCl, CCCn1c(=O)c2[nH]c(C34CCC(CO)(CC3)CC4)nc2n(CCC)c1=O. The product is CCCn1c(=O)c2[nH]c(C34CCC(C=O)(CC3)CC4)nc2n(CCC)c1=O. Reaction SMILES: [Cl:28][CH2:29][Cl:30].[OH:1][CH2:2][C:3]12[CH2:4][CH2:5][C:6]([c:11]3[n:12][c:13]4[n:14]([CH2:25][CH2:26][CH3:27])[c:15](=[O:24])[n:16]([CH2:21][CH2:22][CH3:23])[c:17](=[O:20])[c:18]4[nH:19]3)([CH2:7][CH2:8]1)[CH2:9][CH2:10]2>>[O:1]=[CH:2][C:3]12[CH2:4][CH2:5][C:6]([c:11]3[n:12][c:13]4[n:14]([CH2:25][CH2:26][CH3:27])[c:15](=[O:24])[n:16]([CH2:21][CH2:22][CH3:23])[c:17](=[O:20])[c:18]4[nH:19]3)([CH2:7][CH2:8]1)[CH2:9][CH2:10]2.